From a dataset of the Open Reaction Database (ORD), a public repository of structured organic reaction records. describe an organic reaction: reactants, conditions, products, and yield RXN SMILES: Cl[C:2]1[CH:31]=[CH:30][CH:29]=[C:28](Cl)[C:3]=1[C:4]([NH:6][C:7]1[C:8]([C:12]2[NH:16][C:15]3[CH:17]=[CH:18][C:19]([CH2:21][N:22]4[CH2:27][CH2:26][O:25][CH2:24][CH2:23]4)=[CH:20][C:14]=3[N:13]=2)=[N:9][NH:10][CH:11]=1)=[O:5].[O:33]1C2C=CC=C(C(NC3C(C(O)=O)=NNC=3)=O)C=2[O:36][CH2:35][CH2:34]1>>[N:22]1([CH2:21][C:19]2[CH:18]=[CH:17][C:15]3[NH:16][C:12]([C:8]4[C:7]([NH:6][C:4]([C:3]5[C:28]6[O:36][CH2:35][CH2:34][O:33][C:29]=6[CH:30]=[CH:31][CH:2]=5)=[O:5])=[CH:11][NH:10][N:9]=4)=[N:13][C:14]=3[CH:20]=2)[CH2:27][CH2:26][O:25][CH2:24][CH2:23]1. Product: N1(CCOCC1)CC1=CC2=C(NC(=N2)C2=NNC=C2NC(=O)C2=CC=CC=3OCCOC32)C=C1 (2,3-dihydro-benzo[1,4]dioxine-5-carboxylic acid [3-(5-morpholin-4-ylmethyl-1H-benzimidazol-2-yl)-1H-pyrazol-4-yl]-amide). Reactants: ClC1=C(C(=O)NC=2C(=NNC2)C2=NC3=C(N2)C=CC(=C3)CN3CCOCC3)C(=CC=C1)Cl (2,6-dichloro-N-[3-(5-morpholin-4-ylmethyl-1H-benzimidazol-2-yl)-1H-pyrazol-4-yl]-benzamide), O1CCOC2=C1C=CC=C2C(=O)NC=2C(=NNC2)C(=O)O (4-[(2,3-dihydro-benzo[1,4]dioxine-5-carbonyl)-amino]-1H-pyrazole-3-carboxylic acid). Procedure details: The compound was prepared in a manner analogous to 2,6-dichloro-N-[3-(5-morpholin-4-ylmethyl-1H-benzimidazol-2-yl)-1H-pyrazol-4-yl]-benzamide (Example 94E), but using 4-[(2,3-dihydro-benzo[1,4]dioxine-5-carbonyl)-amino]-1H-pyrazole-3-carboxylic acid to give 2,3-dihydro-benzo[1,4]dioxine-5-carboxylic acid [3-(5-morpholin-4-ylmethyl-1H-benzimidazol-2-yl)-1H-pyrazol-4-yl]-amide (39 mg) as a pink solid. (LC/MS: Rt 1.99, [M+H]+ 461.23).